From a dataset of the Open Reaction Database (ORD), a public repository of structured organic reaction records. describe an organic reaction: reactants, conditions, products, and yield The reactants are C(C)OC(=C)C1=CC=C(N=N1)N(C(OC(C)(C)C)=O)CC1(CCC1)C1=NC=CC=C1F (t-butyl 6-(1-ethoxyvinyl)pyridazin-3-yl((1-(3-fluoropyridin-2-yl)cyclobutyl)methyl)carbamate), Cl/C(/C(=O)OCC)=N/O ((E)-ethyl 2-chloro-2-(hydroxyimino)acetate), TEA, C(=O)(C(F)(F)F)O (TFA). Run in C1CCOC1 (THF). Run at time 30 minute. The product is FC=1C(=NC=CC1)C1(CCC1)CNC1=CC=C(N=N1)C1=CC(=NO1)C(=O)OCC (Ethyl 5-(6-((1-(3-fluoropyridin-2-yl)cyclobutyl)methylamino)pyridazin-3-yl)isoxazole-3-carboxylate). The yield is 102.4%. RXN SMILES: C([O:3][C:4]([C:6]1[N:11]=[N:10][C:9]([N:12]([CH2:20][C:21]2([C:25]3[C:30]([F:31])=[CH:29][CH:28]=[CH:27][N:26]=3)[CH2:24][CH2:23][CH2:22]2)C(=O)OC(C)(C)C)=[CH:8][CH:7]=1)=[CH2:5])C.Cl/[C:33](=[N:39]/O)/[C:34]([O:36][CH2:37][CH3:38])=[O:35].C(O)(C(F)(F)F)=O>C1COCC1>[F:31][C:30]1[C:25]([C:21]2([CH2:20][NH:12][C:9]3[N:10]=[N:11][C:6]([C:4]4[O:3][N:39]=[C:33]([C:34]([O:36][CH2:37][CH3:38])=[O:35])[CH:5]=4)=[CH:7][CH:8]=3)[CH2:24][CH2:23][CH2:22]2)=[N:26][CH:27]=[CH:28][CH:29]=1. Reported procedure: To t-butyl 6-(1-ethoxyvinyl)pyridazin-3-yl((1-(3-fluoropyridin-2-yl)cyclobutyl)methyl)carbamate (439 mg, 1.02 mmol) in THF (5.0 mL) was added (E)-ethyl 2-chloro-2-(hydroxyimino)acetate (465 mg, 3.06 mmol) and TEA (1.4 mL, 10.2 mmol). The reaction mixture was stirred at rt for 30 min followed by addition of TFA (5 mL) and then heated to reflux overnight. The mixture was then concentrated and purified by reverse phase chromatography to give 415 mg of the title compound as a colorless oil, LRMS (M+... The reactants are [Br-], O=C([O-])[O-], CCCC[N+](CCCC)(CCCC)CCCC, CC(C)=O, COc1ccccc1N1CCN(CCCCl)CC1, [K+], [K+], O=C1CCC(=O)N1. As a reaction SMILES: [Br-:32].[C:26](=[O:27])([O-:28])[O-:29].[CH3:33][CH2:34][CH2:35][CH2:36][N+:37]([CH2:38][CH2:39][CH2:40][CH3:41])([CH2:42][CH2:43][CH2:44][CH3:45])[CH2:46][CH2:47][CH2:48][CH3:49].[CH3:50][C:51](=[O:52])[CH3:53].[CH3:8][O:9][c:10]1[c:11]([N:16]2[CH2:17][CH2:18][N:19]([CH2:22][CH2:23][CH2:24][Cl:25])[CH2:20][CH2:21]2)[cH:12][cH:13][cH:14][cH:15]1.[K+:30].[K+:31].[O:1]=[C:2]1[NH:3][C:4](=[O:7])[CH2:5][CH2:6]1>>[O:1]=[C:2]1[N:3]([CH2:24][CH2:23][CH2:22][N:19]2[CH2:18][CH2:17][N:16]([c:11]3[c:10]([O:9][CH3:8])[cH:15][cH:14][cH:13][cH:12]3)[CH2:21][CH2:20]2)[C:4](=[O:7])[CH2:5][CH2:6]1. The product is COc1ccccc1N1CCN(CCCN2C(=O)CCC2=O)CC1. Reactants: azides, ClCCCS(=O)(=O)OCC(C(C(=O)OCC)OCC1=CC=C(C=C1)OC)(C)C (Ethyl (2R/S)-4-[(3-chloropropyl)sulfonyloxy]-2-[(4-methoxyphenyl)methoxy]-3,3-dimethylbutanoate), [N-]=[N+]=[N-].[Na+] (sodium azide). The solvent is CS(=O)C (dimethyl sulfoxide). Product: N(=[N+]=[N-])CCCS(=O)(=O)OCC(C(C(=O)OCC)OCC1=CC=C(C=C1)OC)(C)C (Ethyl (2R/S)-4-[(3-azidopropyl)sulfonyloxy]-2-[(4-methoxyphenyl)methoxy]-3,3-dimethylbutanoate). As a reaction SMILES: Cl[CH2:2][CH2:3][CH2:4][S:5]([O:8][CH2:9][C:10]([CH3:28])([CH3:27])[CH:11]([O:17][CH2:18][C:19]1[CH:24]=[CH:23][C:22]([O:25][CH3:26])=[CH:21][CH:20]=1)[C:12]([O:14][CH2:15][CH3:16])=[O:13])(=[O:7])=[O:6].[N-:29]=[N+:30]=[N-:31].[Na+]>CS(C)=O>[N:29]([CH2:2][CH2:3][CH2:4][S:5]([O:8][CH2:9][C:10]([CH3:28])([CH3:27])[CH:11]([O:17][CH2:18][C:19]1[CH:24]=[CH:23][C:22]([O:25][CH3:26])=[CH:21][CH:20]=1)[C:12]([O:14][CH2:15][CH3:16])=[O:13])(=[O:7])=[O:6])=[N+:30]=[N-:31] |f:1.2|. Procedure: Following the general procedure for the preparation of azides of Description 16, ethyl (2R/S)-4-[(3-chloropropyl)sulfonyloxy]-2-[(4-methoxyphenyl)methoxy]-3,3-dimethylbutanoate (23a) (0.31 g, 0.71 mmol) dissolved in 10 mL of anhydrous dimethyl sulfoxide (DMSO) was reacted with 0.11 g (1.8 mmol) of sodium azide (NaN3). After work-up, the crude title compound (23b) was used in the next step without further purification. MS (ESI) m/z 466.07 (M+Na)+. The product is c1ccc(CNc2c3ccccc3nn2-c2ccccc2)cc1. Reactants: [BH4-], CCO, [Na+], C(=Nc1c2ccccc2nn1-c1ccccc1)c1ccccc1. RXN SMILES: [BH4-:1].[CH3:26][CH2:27][OH:28].[Na+:2].[c:3]1(-[n:9]2[n:10][c:11]3[cH:12][cH:13][cH:14][cH:15][c:16]3[c:17]2[N:18]=[CH:19][c:20]2[cH:21][cH:22][cH:23][cH:24][cH:25]2)[cH:4][cH:5][cH:6][cH:7][cH:8]1>>[c:3]1(-[n:9]2[n:10][c:11]3[cH:12][cH:13][cH:14][cH:15][c:16]3[c:17]2[NH:18][CH2:19][c:20]2[cH:21][cH:22][cH:23][cH:24][cH:25]2)[cH:4][cH:5][cH:6][cH:7][cH:8]1.